From a dataset of the Open Reaction Database (ORD), a public repository of structured organic reaction records. describe an organic reaction: reactants, conditions, products, and yield Reactants: COC(=O)C#CC1C(C(=O)OC(C)(C)C)C1(C)C, CCOC(C)=O, [OH-], [OH-], [Pd+2], c1ccc2ncccc2c1. Yields the product COC(=O)C=CC1C(C(=O)OC(C)(C)C)C1(C)C. As a reaction SMILES: [C:1]([CH3:2])([CH3:3])([CH3:4])[O:5][C:6](=[O:7])[CH:8]1[C:9]([CH3:17])([CH3:18])[CH:10]1[C:11]#[C:12][C:13](=[O:14])[O:15][CH3:16].[CH3:29][CH2:30][O:31][C:32](=[O:33])[CH3:34].[OH-:35].[OH-:37].[Pd+2:36].[cH:19]1[cH:20][c:21]2[c:22]([n:23][cH:24][cH:25][cH:26]2)[cH:27][cH:28]1>>[C:1]([CH3:2])([CH3:3])([CH3:4])[O:5][C:6](=[O:7])[CH:8]1[C:9]([CH3:17])([CH3:18])[CH:10]1[CH:11]=[CH:12][C:13](=[O:14])[O:15][CH3:16]. The reactants are CN(C1CCOCC1)C1CCN(C(=O)OC(C)(C)C)CC1, ClCCl, O=C(O)C(F)(F)F. Yields the product CN(C1CCNCC1)C1CCOCC1. Reaction SMILES: [C:1]([O:2][C:3](=[O:4])[N:8]1[CH2:9][CH2:10][CH:11]([N:14]([CH:15]2[CH2:16][CH2:17][O:18][CH2:19][CH2:20]2)[CH3:21])[CH2:12][CH2:13]1)([CH3:5])([CH3:6])[CH3:7].[Cl:29][CH2:30][Cl:31].[F:22][C:23]([F:24])([F:25])[C:26]([OH:27])=[O:28]>>[NH:8]1[CH2:9][CH2:10][CH:11]([N:14]([CH:15]2[CH2:16][CH2:17][O:18][CH2:19][CH2:20]2)[CH3:21])[CH2:12][CH2:13]1. Starting materials: C(C)(=O)NC1=CC=C(C=C1)C1=CC=CC=C1 (4-acetamido-1,1′biphenyl), C(C)(=O)OC(C)=O (acetic anhydride), mixture, [N+](=O)(O)[O-] (nitric acid). Solvent: O (water). Yields the product [N+](=O)([O-])C=1C=C(C=CC1NC(C)=O)C1=CC=CC=C1 (3-Nitro-4-acetamido-1,1′-biphenyl). RXN SMILES: [C:1]([NH:4][C:5]1[CH:10]=[CH:9][C:8]([C:11]2[CH:16]=[CH:15][CH:14]=[CH:13][CH:12]=2)=[CH:7][CH:6]=1)(=[O:3])[CH3:2].C(OC(=O)C)(=O)C.[N+:24]([O-])([OH:26])=[O:25]>O>[N+:24]([C:6]1[CH:7]=[C:8]([C:11]2[CH:16]=[CH:15][CH:14]=[CH:13][CH:12]=2)[CH:9]=[CH:10][C:5]=1[NH:4][C:1](=[O:3])[CH3:2])([O-:26])=[O:25]. Procedure details: To a mixture of 4-acetamido-1,1′biphenyl (21.1 g, 0.1 mol) and 150 mL of acetic anhydride maintained between 8° C. and 13° C. is slowly added dropwise over 32 minutes 12.7 mL of 70% nitric acid. The reaction mixture is added to 600 mL of a mixture of water and ice and the resultant precipitate is collected by filtration. The filter cake is washed with water and the residue is recrystallized from methanol (800 mL) to give 23.6 g of the title compound as a yellow crystalline solid melting at 129-1...